This data is from the Open Reaction Database (ORD), a public repository of structured organic reaction records. The task is: describe an organic reaction: reactants, conditions, products, and yield The reactants are [N+](=O)([O-])C1=C(C(=O)Cl)C=CC=C1 (2-nitrobenzoyl chloride), NC=1SC(=CN1)[N+](=O)[O-] (2-amino-5-nitrothiazole). The solvent is N1=CC=CC=C1 (pyridine). The product is [N+](=O)([O-])C1=C(C(=O)NC=2SC(=CN2)[N+](=O)[O-])C=CC=C1 (2-nitro-N-(5-nitro-2-thiazolyl)-benzamide). As a reaction SMILES: [N+:1]([C:4]1[CH:12]=[CH:11][CH:10]=[CH:9][C:5]=1[C:6](Cl)=[O:7])([O-:3])=[O:2].[NH2:13][C:14]1[S:15][C:16]([N+:19]([O-:21])=[O:20])=[CH:17][N:18]=1>N1C=CC=CC=1>[N+:1]([C:4]1[CH:12]=[CH:11][CH:10]=[CH:9][C:5]=1[C:6]([NH:13][C:14]1[S:15][C:16]([N+:19]([O-:21])=[O:20])=[CH:17][N:18]=1)=[O:7])([O-:3])=[O:2]. Procedure details: By following the procedure of the first part of Example 1, but using 2-nitrobenzoyl chloride (18.5 g), 2-amino-5-nitrothiazole (14.5 g) and pyridine (ca 80 ml), there was obtained 2-nitro-N-(5-nitro-2-thiazolyl)-benzamide, m.pt 248°-250°, after crystallization from 2-methoxyethanol. Reactants: N[C@@H](CC1=CC=C(C=C1)O)C(=O)OC(C)(C)C ((1,1-dimethyl ethyl) L-tyrosinate), FC=1SC2=C(N1)C=CC=C2 (fluorobenzothiazole). Solvent: N1=CC=CC=C1 (pyridine). Product: S1C(=NC2=C1C=CC=C2)N[C@@H](CC2=CC=C(C=C2)O)C(=O)OC(C)(C)C ((1,1-dimethyl ethyl) N-(2-benzothiazolyl)-L-tyrosinate). The yield is 62.1%. As a reaction SMILES: [NH2:1][C@H:2]([C:11]([O:13][C:14]([CH3:17])([CH3:16])[CH3:15])=[O:12])[CH2:3][C:4]1[CH:9]=[CH:8][C:7]([OH:10])=[CH:6][CH:5]=1.F[C:19]1[S:20][C:21]2[CH:27]=[CH:26][CH:25]=[CH:24][C:22]=2[N:23]=1>N1C=CC=CC=1>[S:20]1[C:21]2[CH:27]=[CH:26][CH:25]=[CH:24][C:22]=2[N:23]=[C:19]1[NH:1][C@H:2]([C:11]([O:13][C:14]([CH3:17])([CH3:16])[CH3:15])=[O:12])[CH2:3][C:4]1[CH:9]=[CH:8][C:7]([OH:10])=[CH:6][CH:5]=1. Procedure details: A mixture constituted by (1,1-dimethyl ethyl) L-tyrosinate 4-1 (120 mg, 0.5 mmole) and fluorobenzothiazole (75 mg; 0.5 mmole) in 3 ml of pyridine is heated under reflux for 2 hours. The reaction medium is then evaporated under reduced pressure until a dry extracted is obtained which is purified by chromatography eluting with a heptane/ethyl acetate mixture (100/0→0/100). 115 mg of expected product is obtained.